From a dataset of the Open Reaction Database (ORD), a public repository of structured organic reaction records. describe an organic reaction: reactants, conditions, products, and yield The reactants are C(C1=CC=CC=C1)N1CC=2C=CC(=NC2CC1)Cl (6-benzyl-2-chloro-5,6,7,8-tetrahydro-[1,6]naphthyridine), COCCN (2-methoxyethylamine). The reagents and catalysts are S(=O)(=O)([O-])[O-].[Cu+2] (Copper (II) sulphate). Yields the product C(C1=CC=CC=C1)N1CC=2C=CC(=NC2CC1)NCCOC ((6-Benzyl-5,6,7,8-tetrahydro-[1,6]naphthyridin-2-yl)-(2-methoxy-ethyl)-amine). As a reaction SMILES: [CH2:1]([N:8]1[CH2:17][CH2:16][C:15]2[N:14]=[C:13](Cl)[CH:12]=[CH:11][C:10]=2[CH2:9]1)[C:2]1[CH:7]=[CH:6][CH:5]=[CH:4][CH:3]=1.[CH3:19][O:20][CH2:21][CH2:22][NH2:23]>S([O-])([O-])(=O)=O.[Cu+2]>[CH2:1]([N:8]1[CH2:17][CH2:16][C:15]2[N:14]=[C:13]([NH:23][CH2:22][CH2:21][O:20][CH3:19])[CH:12]=[CH:11][C:10]=2[CH2:9]1)[C:2]1[CH:7]=[CH:6][CH:5]=[CH:4][CH:3]=1 |f:2.3|. Procedure details: Copper (II) sulphate (200 mg) was added to a solution of 6-benzyl-2-chloro-5,6,7,8-tetrahydro-[1,6]naphthyridine (4.5 g, 17.4 mmol)(see reference WO9830560 Example 33 b) in 2-methoxyethylamine and the mixture was heated under reflux for 20 hours. The mixture was evaporated under reduced pressure and the residue was partitioned between dichloromethane (100 ml) and water (50 ml). The aqueous phase was extracted with dichloromethane (2×50 ml) and the combined organic phases were dried over magnesiu... The reactants are CC#CCO, CN(C)C=O, Fc1ccc(-c2cc(Cl)ncn2)cc1, [H-], [Na+], O. The product is CC#CCOc1cc(-c2ccc(F)cc2)ncn1. RXN SMILES: [CH2:15]([C:16]#[C:17][CH3:18])[OH:19].[CH3:23][N:24]([CH3:25])[CH:26]=[O:27].[Cl:1][c:2]1[n:3][cH:4][n:5][c:6](-[c:8]2[cH:9][cH:10][c:11]([F:14])[cH:12][cH:13]2)[cH:7]1.[H-:20].[Na+:21].[OH2:22]>>[c:2]1([O:19][CH2:15][C:16]#[C:17][CH3:18])[n:3][cH:4][n:5][c:6](-[c:8]2[cH:9][cH:10][c:11]([F:14])[cH:12][cH:13]2)[cH:7]1. Starting materials: ClC1=C(C=NC2=CC(=C(C=C12)OC)C=1C(=NOC1C)C)[N+](=O)[O-] (4-chloro-7-(3,5-dimethyl-4-isoxazolyl)-6-(methoxy)-3-nitroquinoline), ClC1=C(C=NC2=CC(=C(C=C12)OC)C=1C(=NOC1C)C)[N+](=O)[O-] (4-chloro-7-(3,5-dimethyl-4-isoxazolyl)-6-(methoxy)-3-nitroquinoline), C[C@H](C1=CC=CC=C1)N ((R)-(+)-alpha-methylbenzylamine). The solvent is CC#N (CH3CN). Run at temperature 60 celsius. The product is CC1=NOC(=C1C1=C(C=C2C(=C(C=NC2=C1)[N+](=O)[O-])N[C@H](C)C1=CC=CC=C1)OC)C (7-(3,5-dimethyl-4-isoxazolyl)-6-(methoxy)-3-nitro-N-[(1R)-1-phenylethyl]-4-quinolinamine). RXN SMILES: Cl[C:2]1[C:11]2[C:6](=[CH:7][C:8]([C:14]3[C:15]([CH3:20])=[N:16][O:17][C:18]=3[CH3:19])=[C:9]([O:12][CH3:13])[CH:10]=2)[N:5]=[CH:4][C:3]=1[N+:21]([O-:23])=[O:22].[CH3:24][C@@H:25]([NH2:32])[C:26]1[CH:31]=[CH:30][CH:29]=[CH:28][CH:27]=1>CC#N>[CH3:20][C:15]1[C:14]([C:8]2[CH:7]=[C:6]3[C:11]([C:2]([NH:32][C@@H:25]([C:26]4[CH:31]=[CH:30][CH:29]=[CH:28][CH:27]=4)[CH3:24])=[C:3]([N+:21]([O-:23])=[O:22])[CH:4]=[N:5]3)=[CH:10][C:9]=2[O:12][CH3:13])=[C:18]([CH3:19])[O:17][N:16]=1. Reported procedure: A mixture of 4-chloro-7-(3,5-dimethyl-4-isoxazolyl)-6-(methoxy)-3-nitroquinoline (for a preparation see Intermediate 18, 2.5 g, 7.5 mmol) and (R)-(+)-alpha-methylbenzylamine (2 eq, 1.82 g, Aldrich) in CH3CN (30 ml) was heated at 60° C. for 2 h. The mixture was extracted with DCM. The organic phase washed with saturated aqueous sodium hydrogen carbonate and dried over Na2SO4. The solvent was evaporated under reduced pressure and the residue taken up in diethyl ether. The precipitate was filtered ... The reactants are P(Cl)(Cl)Cl (PCl3), COC(C(CC(C=O)C1=CC=CC=C1)(C#N)Cl)=O (methyl-2-chloro-2-cyano-4-phenyl-5-oxopentanoate), Cl (HCl). Run in CN(C)C=O (DMF), CN(C)C=O (DMF). Run at temperature 90 celsius. Yields the product ClC1=NC=C(C=C1C(=O)OC)C1=CC=CC=C1 (methyl 2-chloro-5-phenyl-3-pyridine carboxylate). As a reaction SMILES: P(Cl)(Cl)Cl.[ClH:5].[CH3:6][O:7][C:8](=[O:23])[C:9](Cl)([C:20]#[N:21])[CH2:10][CH:11]([C:14]1[CH:19]=[CH:18][CH:17]=[CH:16][CH:15]=1)[CH:12]=O>CN(C=O)C>[Cl:5][C:20]1[C:9]([C:8]([O:7][CH3:6])=[O:23])=[CH:10][C:11]([C:14]2[CH:19]=[CH:18][CH:17]=[CH:16][CH:15]=2)=[CH:12][N:21]=1. Procedure: 5 g of PCl3 were added to 25 mL of DMF at room temperature. The resulting yellow solution was saturated with anhydrous HCl while keeping the temperature below 90° C. 5 g (18 mmol) of methyl-2-chloro-2-cyano-4-phenyl-5-oxopentanoate in 5 mL DMF were added at 80° C. and the resulting solution heated at 90° C. for 90 min. The reaction mixture was cooled to room temperature, quenched with water, extracted with toluene, dried and distilled to give methyl 2-chloro-5-phenyl-3-pyridine carboxylate. The reactants are S(O)(O)(=O)=O (Sulfuric acid), CC1=CC(=CC2=C1N=C(N2)CCC)C(=O)O (7-methyl-2-propyl-3H-benzoimidazole-5-carboxylic acid), CO (MeOH). Yields the product COC(=O)C1=CC2=C(N=C(N2)CCC)C(=C1)C (7-Methyl-2-propyl-3H-benzoimidazole-5-carboxylic acid methyl ester). Yield: 92.1%. Reaction SMILES: S(=O)(=O)(O)O.[CH3:6][C:7]1[C:12]2[N:13]=[C:14]([CH2:16][CH2:17][CH3:18])[NH:15][C:11]=2[CH:10]=[C:9]([C:19]([OH:21])=[O:20])[CH:8]=1.[CH3:22]O>>[CH3:22][O:20][C:19]([C:9]1[CH:8]=[C:7]([CH3:6])[C:12]2[N:13]=[C:14]([CH2:16][CH2:17][CH3:18])[NH:15][C:11]=2[CH:10]=1)=[O:21]. Procedure details: Sulfuric acid (12 mL, 0.22 mol) was added to 7-methyl-2-propyl-3H-benzoimidazole-5-carboxylic acid (30 g, 136 mmol) dissolved in MeOH (670 mL, 16 mol). The mixture was refluxed for 36 hours and concentrated in vacuo. The recovered material was dissolved in 500 mL EtOAc and washed with a saturated NaHCO3 solution. The organic layer was dried over MgSO4 and concentrated to provide Intermediate (7a) as a brown solid (29.1 g). MS m/z: [M+H+] calcd for C13H16N2O2, 233.1. found 233.2. Reactants: C(C)(C)C1=CC=2C(C3=CC=CC=C3C(C2C=C1)=O)=O (2-isopropylanthraquinone), BrN1C(CCC1=O)=O (N-bromosuccinimide), C(C1=CC=CC=C1)(=O)OOC(C1=CC=CC=C1)=O (benzoyl peroxide). Run in C(Cl)(Cl)(Cl)Cl (CCl4). Yields the product BrC(C)(C)C1=CC=2C(C3=CC=CC=C3C(C2C=C1)=O)=O (2-(α-bromoisopropyl) anthraquinone). Reaction SMILES: [CH:1]([C:4]1[CH:17]=[CH:16][C:15]2[C:14](=[O:18])[C:13]3[C:8](=[CH:9][CH:10]=[CH:11][CH:12]=3)[C:7](=[O:19])[C:6]=2[CH:5]=1)([CH3:3])[CH3:2].[Br:20]N1C(=O)CCC1=O.C(OOC(=O)C1C=CC=CC=1)(=O)C1C=CC=CC=1>C(Cl)(Cl)(Cl)Cl>[Br:20][C:1]([C:4]1[CH:17]=[CH:16][C:15]2[C:14](=[O:18])[C:13]3[C:8](=[CH:9][CH:10]=[CH:11][CH:12]=3)[C:7](=[O:19])[C:6]=2[CH:5]=1)([CH3:3])[CH3:2]. Procedure details: A mixture of 0.95 g (3.8 mmol) 2-isopropylanthraquinone, 0.81 g (4.6 mmol) N-bromosuccinimide (NBS) and 6 mg benzoyl peroxide in 7 mL CCl4 was refluxed for 2 h under N2 with mild stirring. After cooling to room temperature, the solution was filtered through glass wool and then the CCl4 was removed under vacuum to yield a yellow liquid that solidified upon cooling. 1H-NMR showed the conversion to be complete and so the product was used without further purification. The solvent is O1CCOCC1 (dioxane). The reagents and catalysts are Cl[Pd]([P](C1=CC=CC=C1)(C2=CC=CC=C2)C3=CC=CC=C3)([P](C4=CC=CC=C4)(C5=CC=CC=C5)C6=CC=CC=C6)Cl (PdCl2(PPh3)2). Procedure: The ethyl 7-iodo-2-(trifluoromethyl)-2H-chromene-3-carboxylate from Example 9a, Step 2 (3.0 g, 7.53 mmol), 4-methylphenylboronic acid (1.11 g, 8.26 mmol), K2CO3 (3.12 g, 22.59 mmol), and PdCl2(PPh3)2 (159 mg, 0.225 mmol) were mixed in dioxane (30 mL) in a sterling bomb. Carbon monoxide was bubbling to 40 psi. The reaction was heated to 80° C. for 5 h. After filtration, the reaction was quenched with NH4Cl and extracted with EtOAc. The organic layer was washed and dried over MgSO4. The filtrate w... Isolated yield 40.8%. The product is CC1=CC=C(C(=O)C2=CC=C3C=C(C(OC3=C2)C(F)(F)F)C(=O)OCC)C=C1 (ethyl 7-(4-methylbenzoyl)-2-(trifluoromethyl)-2H-chromene-3-carboxylate). Conditions: temperature 80 celsius. The reactants are IC1=CC=C2C=C(C(OC2=C1)C(F)(F)F)C(=O)OCC (ethyl 7-iodo-2-(trifluoromethyl)-2H-chromene-3-carboxylate), CC1=CC=C(C=C1)B(O)O (4-methylphenylboronic acid), C(=O)([O-])[O-].[K+].[K+] (K2CO3). RXN SMILES: I[C:2]1[CH:11]=[C:10]2[C:5]([CH:6]=[C:7]([C:16]([O:18][CH2:19][CH3:20])=[O:17])[CH:8]([C:12]([F:15])([F:14])[F:13])[O:9]2)=[CH:4][CH:3]=1.[CH3:21][C:22]1[CH:27]=[CH:26][C:25](B(O)O)=[CH:24][CH:23]=1.[C:31]([O-])([O-])=[O:32].[K+].[K+]>O1CCOCC1.Cl[Pd](Cl)([P](C1C=CC=CC=1)(C1C=CC=CC=1)C1C=CC=CC=1)[P](C1C=CC=CC=1)(C1C=CC=CC=1)C1C=CC=CC=1>[CH3:21][C:22]1[CH:27]=[CH:26][C:25]([C:31]([C:2]2[CH:11]=[C:10]3[C:5]([CH:6]=[C:7]([C:16]([O:18][CH2:19][CH3:20])=[O:17])[CH:8]([C:12]([F:15])([F:14])[F:13])[O:9]3)=[CH:4][CH:3]=2)=[O:32])=[CH:24][CH:23]=1 |f:2.3.4,^1:45,64|. Starting materials: Cc1ccc2[nH]c3c(c2c1)CCN(C)CC3, O=C(CCl)N1CCCC1, [Cu]I, [K+], [K+], [K+], CN(C)C=O, O=C(O)C1CCCN1, O=P([O-])([O-])[O-]. Product: Cc1ccc2c(c1)c1c(n2CC(=O)N2CCCC2)CCN(C)CC1. As a reaction SMILES: [CH3:1][N:2]1[CH2:3][CH2:4][c:5]2[nH:6][c:7]3[cH:8][cH:9][c:10]([CH3:16])[cH:11][c:12]3[c:13]2[CH2:14][CH2:15]1.[Cl:33][CH2:34][C:35](=[O:36])[N:37]1[CH2:38][CH2:39][CH2:40][CH2:41]1.[Cu:42][I:43].[K+:30].[K+:31].[K+:32].[O:44]=[CH:45][N:46]([CH3:47])[CH3:48].[OH:17][C:18]([CH:19]1[NH:20][CH2:21][CH2:22][CH2:23]1)=[O:24].[P:25]([O-:26])([O-:27])([O-:28])=[O:29]>>[CH3:1][N:2]1[CH2:3][CH2:4][c:5]2[n:6]([CH2:34][C:35](=[O:36])[N:37]3[CH2:38][CH2:39][CH2:40][CH2:41]3)[c:7]3[cH:8][cH:9][c:10]([CH3:16])[cH:11][c:12]3[c:13]2[CH2:14][CH2:15]1. Reactants: COC1=CC=C(COC2=CNC=CC2=O)C=C1 (3-[(4-methoxybenzyl)oxy]pyridin-4(1H)-one), FC1=NC=CC(=C1)I (2-fluoro-4-iodopyridine). The solvent is CCOC(=O)C (EtOAc), CS(=O)C (DMSO). Product: IC1=CC(=NC=C1)N1C=C(C(C=C1)=O)OCC1=CC=C(C=C1)OC (4′-iodo-3-[(4-methoxybenzyl)oxy]-4H-1,2′-bipyridin-4-one). RXN SMILES: [CH3:1][O:2][C:3]1[CH:17]=[CH:16][C:6]([CH2:7][O:8][C:9]2[C:14](=[O:15])[CH:13]=[CH:12][NH:11][CH:10]=2)=[CH:5][CH:4]=1.F[C:19]1[CH:24]=[C:23]([I:25])[CH:22]=[CH:21][N:20]=1>CS(C)=O.CCOC(C)=O>[I:25][C:23]1[CH:22]=[CH:21][N:20]=[C:19]([N:11]2[CH:12]=[CH:13][C:14](=[O:15])[C:9]([O:8][CH2:7][C:6]3[CH:5]=[CH:4][C:3]([O:2][CH3:1])=[CH:17][CH:16]=3)=[CH:10]2)[CH:24]=1. Procedure: A mixture of 3-[(4-methoxybenzyl)oxy]pyridin-4(1H)-one (7.30 g, 31.6 mmol), 2-fluoro-4-iodopyridine (10.56 g, 47.35 mmol), and K2C03 (10.9 g, 79 mmol) in DMSO (80 mL) was heated at 80° C. overnight. The reaction mixture was cooled to room temperature, diluted with EtOAc, washed with water and brine, dried (Na2S04), filtered and concentrated. The residue was washed with EtOAc and filtered, and the collected solid dried to give 4′-iodo-3-[(4-methoxybenzyl)oxy]-4H-1,2′-bipyridin-4-one. 1H-NMR (DMSO... Reactants: ClCCl, CCOC(C)OCC#CC(O)c1ccc(Cl)cc1. Product: CCOC(C)OCC#CC(=O)c1ccc(Cl)cc1. Reaction SMILES: [CH2:19]([Cl:20])[Cl:21].[CH2:1]([CH3:2])[O:3][CH:4]([CH3:5])[O:6][CH2:7][C:8]#[C:9][CH:10]([OH:11])[c:12]1[cH:13][cH:14][c:15]([Cl:18])[cH:16][cH:17]1>>[CH2:1]([CH3:2])[O:3][CH:4]([CH3:5])[O:6][CH2:7][C:8]#[C:9][C:10](=[O:11])[c:12]1[cH:13][cH:14][c:15]([Cl:18])[cH:16][cH:17]1.